Task: describe an organic reaction: reactants, conditions, products, and yield. Dataset: the Open Reaction Database (ORD), a public repository of structured organic reaction records The reactants are FC(COC1=C(C=CC=C1)N1CCNCC1)(F)F (1-[2-(2,2,2-trifluoroethoxy)phenyl]piperazine), ClCCCN1C(N(C=C(C1=O)C)CC1CCCCC1)=O (3-(3-chloropropyl)-1-cyclohexylmethyl-5-methyl-2,4(1H,3H)-pyrimidinedione). Yields the product Cl.C1(CCCCC1)CN1C(N(C(C(=C1)C)=O)CCCN1CCN(CC1)C1=C(C=CC=C1)OCC(F)(F)F)=O (1-cyclohexylmethyl-3-(3-{4-[2-(2,2,2-trifluoroethoxy)phenyl]piperazin-1-yl}propyl)-5-methyl-2,4(1H,3H)-pyrimidinedione hydrochloride). Reaction SMILES: [F:1][C:2]([F:18])([F:17])[CH2:3][O:4][C:5]1[CH:10]=[CH:9][CH:8]=[CH:7][C:6]=1[N:11]1[CH2:16][CH2:15][NH:14][CH2:13][CH2:12]1.[Cl:19][CH2:20][CH2:21][CH2:22][N:23]1[C:28](=[O:29])[C:27]([CH3:30])=[CH:26][N:25]([CH2:31][CH:32]2[CH2:37][CH2:36][CH2:35][CH2:34][CH2:33]2)[C:24]1=[O:38]>>[ClH:19].[CH:32]1([CH2:31][N:25]2[CH:26]=[C:27]([CH3:30])[C:28](=[O:29])[N:23]([CH2:22][CH2:21][CH2:20][N:14]3[CH2:15][CH2:16][N:11]([C:6]4[CH:7]=[CH:8][CH:9]=[CH:10][C:5]=4[O:4][CH2:3][C:2]([F:1])([F:17])[F:18])[CH2:12][CH2:13]3)[C:24]2=[O:38])[CH2:33][CH2:34][CH2:35][CH2:36][CH2:37]1 |f:2.3|. Procedure details: substituting 1-[2-(2,2,2-trifluoroethoxy)phenyl]piperazine and 3-(3-chloropropyl)-1-cyclohexylmethyl-5-methyl-2,4(1H,3H)-pyrimidinedione gave 1-cyclohexylmethyl-3-(3-{4-[2-(2,2,2-trifluoroethoxy)phenyl]piperazin-1-yl}propyl)-5-methyl-2,4(1H,3H)-pyrimidinedione hydrochloride, m.p. 130°-132° C.; Anal.: Calcd. for C27H37F3N4O3.HCl: C, 57.99; H, 6.88; N, 10.02%; Found: C, 58.01; H, 6.80; N, 9.87%; Starting materials: NC=1C=CC2=C([C@@]3([C@H](S(C(C(=N3)NC(OC(C)(C)C)=O)(C)C)(=O)=O)CCO2)C)C1 (tert-butyl ((4aR,11bR)-10-amino-3,3,11b-trimethyl-4,4-dioxido-4a,5,6,11b-tetrahydro-3H-benzo[6,7]oxepino[4,5-b][1,4]thiazin-2-yl)carbamate), ClC=1C2=C(N=CN1)C=C(C=N2)OC (4-chloro-7-methoxypyrido[3,2-d]pyrimidine), CC(C)O (2-propanol), O.C1(=CC=C(C=C1)S(=O)(=O)O)C (p-toluenesulfonic acid monohydrate). Solvent: C(=O)(O)[O-].[Na+] (NaHCO3). Reaction conditions: time 25 minute. Product: NC1=N[C@]2([C@H](S(C1(C)C)(=O)=O)CCOC1=C2C=C(C=C1)NC=1C2=C(N=CN1)C=C(C=N2)OC)C ((4aR,11bR)-2-amino-10-((7-methoxypyrido[3,2-d]pyrimidin-4-yl)amino)-3,3,11b-trimethyl-4a,5,6,11b-tetrahydro-3H-benzo[6,7]oxepino[4,5-b][1,4]thiazine 4,4-dioxide). Yield: 61.3%. Reaction SMILES: [NH2:1][C:2]1[CH:3]=[CH:4][C:5]2[O:27][CH2:26][CH2:25][C@H:8]3[S:9](=[O:24])(=[O:23])[C:10]([CH3:22])([CH3:21])[C:11]([NH:13]C(=O)OC(C)(C)C)=[N:12][C@:7]3([CH3:28])[C:6]=2[CH:29]=1.Cl[C:31]1[C:32]2[N:40]=[CH:39][C:38]([O:41][CH3:42])=[CH:37][C:33]=2[N:34]=[CH:35][N:36]=1.CC(O)C.O.C1(C)C=CC(S(O)(=O)=O)=CC=1>C([O-])(O)=O.[Na+]>[NH2:13][C:11]1[C:10]([CH3:21])([CH3:22])[S:9](=[O:24])(=[O:23])[C@@H:8]2[CH2:25][CH2:26][O:27][C:5]3[CH:4]=[CH:3][C:2]([NH:1][C:31]4[C:32]5[N:40]=[CH:39][C:38]([O:41][CH3:42])=[CH:37][C:33]=5[N:34]=[CH:35][N:36]=4)=[CH:29][C:6]=3[C@@:7]2([CH3:28])[N:12]=1 |f:3.4,5.6|. Procedure: A disposable tube was charged with tert-butyl ((4aR,11bR)-10-amino-3,3,11b-trimethyl-4,4-dioxido-4a,5,6,11b-tetrahydro-3H-benzo[6,7]oxepino[4,5-b][1,4]thiazin-2-yl)carbamate (60 mg, 0.142 mmol), 4-chloro-7-methoxypyrido[3,2-d]pyrimidine (30.5 mg, 0.156 mmol) and 2-propanol (708 μl, 0.142 mmol), followed by p-toluenesulfonic acid monohydrate (53.9 mg, 0.283 mmol). The resulting mixture was stirred from rt to 90° C. for 25 min. The reaction mixture was diluted with sat. NaHCO3 and extracted with E... Reactants: Cl.Cl.N1(CCCCC1)CC=1C=CC=C2C(CCOC12)N (8-Piperidin-1-ylmethylchroman-4-ylamine dihydrochloride), C1=C(C=CC2=CC=CC=C12)S(=O)(=O)NC(CC(=O)O)C1=CC=CC=C1 (3-(naphthalen-2-yl-sulfonylamino)-3-phenylpropionic acid), C=1C=CC2=C(C1)N=NN2O (HOBt), CCN(C(C)C)C(C)C (DIEA), C(CCl)Cl (EDC). The solvent is C(Cl)Cl (CH2Cl2). Reaction conditions: time 8 hour. Product: C1=C(C=CC2=CC=CC=C12)S(=O)(=O)NC(CC(=O)NC1CCOC2=C(C=CC=C12)CN1CCCCC1)C1=CC=CC=C1 (3-(naphthalen-2-yl-sulfonylamino)-3-phenyl-N-(8-piperidin-1-ylmethyl-chroman-4-yl)-propionamide). As a reaction SMILES: Cl.Cl.[N:3]1([CH2:9][C:10]2[CH:11]=[CH:12][CH:13]=[C:14]3[C:19]=2[O:18][CH2:17][CH2:16][CH:15]3[NH2:20])[CH2:8][CH2:7][CH2:6][CH2:5][CH2:4]1.[CH:21]1[C:30]2[C:25](=[CH:26][CH:27]=[CH:28][CH:29]=2)[CH:24]=[CH:23][C:22]=1[S:31]([NH:34][CH:35]([C:40]1[CH:45]=[CH:44][CH:43]=[CH:42][CH:41]=1)[CH2:36][C:37](O)=[O:38])(=[O:33])=[O:32].C1C=CC2N(O)N=NC=2C=1.CCN(C(C)C)C(C)C.C(Cl)CCl>C(Cl)Cl>[CH:21]1[C:30]2[C:25](=[CH:26][CH:27]=[CH:28][CH:29]=2)[CH:24]=[CH:23][C:22]=1[S:31]([NH:34][CH:35]([C:40]1[CH:45]=[CH:44][CH:43]=[CH:42][CH:41]=1)[CH2:36][C:37]([NH:20][CH:15]1[C:14]2[C:19](=[C:10]([CH2:9][N:3]3[CH2:8][CH2:7][CH2:6][CH2:5][CH2:4]3)[CH:11]=[CH:12][CH:13]=2)[O:18][CH2:17][CH2:16]1)=[O:38])(=[O:33])=[O:32] |f:0.1.2|. Procedure: 8-Piperidin-1-ylmethylchroman-4-ylamine dihydrochloride (Step E) (28 mg, 0.11 mmol), 3-(naphthalen-2-yl-sulfonylamino)-3-phenylpropionic acid (40 mg, 0.11 mmol), HOBt (17 mg, 0.12 mmol), and DIEA (21 mg, 0.16 mmol) were dissolved in CH2Cl2 (5 mL). EDC (25 mg, 0.13 mmol) was added and the reaction was kept at 22-25° C. overnight until completed. The reaction solution was washed with dilute (˜5%) NaHCO3—H2O and H2O, then dried over MgSO4, filtered and concentrated in vacuo to provide a residue whi... Starting materials: [H-].[Al+3].[Li+].[H-].[H-].[H-] (Lithium aluminum hydride), NC1=NC=CC=C1C(=O)O (2-amino-3-carboxypyridine), O (water), [Na] (sodium), O (water). The solvent is C1CCOC1 (THF). Reaction conditions: time 15 minute. Product: NC1=NC=CC=C1CO (2-Amino-3-(hydroxymethyl)pyridine), solid. The yield is 90.0%. As a reaction SMILES: [H-].[Al+3].[Li+].[H-].[H-].[H-].[NH2:7][C:8]1[C:13]([C:14](O)=[O:15])=[CH:12][CH:11]=[CH:10][N:9]=1.O.[Na]>C1COCC1>[NH2:7][C:8]1[C:13]([CH2:14][OH:15])=[CH:12][CH:11]=[CH:10][N:9]=1 |f:0.1.2.3.4.5,^1:17|. Reported procedure: Lithium aluminum hydride (12.4 g, 326.7 mmol) was portionwisely added to a suspension of 2-amino-3-carboxypyridine (30.0 g, 217.2 mmol) in THF (350 mL) at 0° C. Once the addition was completed, the reaction mixture was stirred at room temperature for 15 minutes and then at reflux overnight. The mixture was then cooled to 0° C. and hydrolyzed by the successive addition of water (18 mL), a solution of sodium hydroxyde (18 mL) and water (30 mL) again. The resulting white suspension was filtered on ... Starting materials: ClC=1C=C(N)C=CC1 (3-chloroaniline), C(C)OCC (diethyl ether), ClC1=NC=C(C2=C1C=CN2C)C(=O)OC (methyl 4-chloro-1-methyl-1H-pyrrolo[3,2-c]pyridine-7-carboxylate), [OH-].[Na+] (sodium hydroxide). The solvent is O1CCOCC1 (1,4-dioxane), CO (methanol). Run at temperature 110 celsius. The product is ClC=1C=C(C=CC1)NC1=NC=C(C2=C1C=CN2C)C(=O)O (4-[(3-Chlorophenyl)amino]-1-methyl-1H-pyrrolo[3,2-c]pyridine-7-carboxylic acid). RXN SMILES: Cl[C:2]1[C:7]2[CH:8]=[CH:9][N:10]([CH3:11])[C:6]=2[C:5]([C:12]([O:14]C)=[O:13])=[CH:4][N:3]=1.[Cl:16][C:17]1[CH:18]=[C:19]([CH:21]=[CH:22][CH:23]=1)[NH2:20].[OH-].[Na+].C(OCC)C>O1CCOCC1.CO>[Cl:16][C:17]1[CH:18]=[C:19]([NH:20][C:2]2[C:7]3[CH:8]=[CH:9][N:10]([CH3:11])[C:6]=3[C:5]([C:12]([OH:14])=[O:13])=[CH:4][N:3]=2)[CH:21]=[CH:22][CH:23]=1 |f:2.3|. Procedure details: To a suspension of methyl 4-chloro-1-methyl-1H-pyrrolo[3,2-c]pyridine-7-carboxylate (23.1 g) in 1,4-dioxane (300 ml) was added 3-chloroaniline (27 ml). The reaction was heated at 110° C. for 17 hours during which time a solution was rapidly formed upon heating followed by the precipitation of a solid. The reaction was allowed to cool and then partitioned between dichloromethane (700 ml) and saturated sodium carbonate (500 ml). The aqueous layer was separated and further extracted with dichlorome... Solvent: CS(=O)C (DMSO). Isolated yield 40.0%. As a reaction SMILES: Cl[C:2]1[N:3]=[CH:4][C:5]([C:8]([N:10]2[CH2:15][CH2:14][C:13]3[NH:16][C:17]([C:19]4[C:27]5[C:22](=[CH:23][C:24]([C:28]6[CH:33]=[C:32]([F:34])[C:31]([OH:35])=[CH:30][C:29]=6[CH2:36][CH3:37])=[CH:25][CH:26]=5)[NH:21][N:20]=4)=[N:18][C:12]=3[CH2:11]2)=[O:9])=[N:6][CH:7]=1.CCN(C(C)C)C(C)C.[C:47]([O:51][C:52]([N:54]1[C@@H:59]([CH3:60])[CH2:58][NH:57][CH2:56][C@H:55]1[CH3:61])=[O:53])([CH3:50])([CH3:49])[CH3:48]>CS(C)=O>[C:47]([O:51][C:52]([N:54]1[C@@H:59]([CH3:60])[CH2:58][N:57]([C:2]2[CH:7]=[N:6][C:5]([C:8]([N:10]3[CH2:15][CH2:14][C:13]4[NH:16][C:17]([C:19]5[C:27]6[C:22](=[CH:23][C:24]([C:28]7[CH:33]=[C:32]([F:34])[C:31]([OH:35])=[CH:30][C:29]=7[CH2:36][CH3:37])=[CH:25][CH:26]=6)[NH:21][N:20]=5)=[N:18][C:12]=4[CH2:11]3)=[O:9])=[CH:4][N:3]=2)[CH2:56][C@H:55]1[CH3:61])=[O:53])([CH3:50])([CH3:48])[CH3:49]. The reactants are ClC=1N=CC(=NC1)C(=O)N1CC2=C(CC1)NC(=N2)C2=NNC1=CC(=CC=C21)C2=C(C=C(C(=C2)F)O)CC ((5-chloropyrazin-2-yl)(2-(6-(2-ethyl-5-fluoro-4-hydroxyphenyl)-1H-indazol-3-yl)-6,7-dihydro-1H-imidazo[4,5-c]pyridin-5(4H)-yl)methanone), CCN(C(C)C)C(C)C (DIPEA), C(C)(C)(C)OC(=O)N1[C@@H](CNC[C@@H]1C)C ((2R,6S)-2,6-Dimethyl-piperazine-1-carboxylic acid tert-butyl ester). Product: C(C)(C)(C)OC(=O)N1[C@@H](CN(C[C@@H]1C)C1=NC=C(N=C1)C(=O)N1CC2=C(CC1)NC(=N2)C2=NNC1=CC(=CC=C21)C2=C(C=C(C(=C2)F)O)CC)C ((3R,5S)-5′-{2-[6-(2-Ethyl-5-fluoro-4-hydroxy-phenyl)-1H-indazol-3-yl]-1,4,6,7-tetrahydro-imidazo[4,5-c]pyridine-5-carbonyl}-3,5-dimethyl-2,3,5,6-tetrahydro-[1,2′]bipyrazinyl-4-carboxylic acid tert-butyl ester), solid. Procedure: To a stirring solution of (5-chloropyrazin-2-yl)(2-(6-(2-ethyl-5-fluoro-4-hydroxyphenyl)-1H-indazol-3-yl)-6,7-dihydro-1H-imidazo[4,5-c]pyridin-5(4H)-yl)methanone (150 mg, 0.154 mmol) in DMSO (1.5 mL) were added DIPEA (0.143 mL, 0.87 mmol) and (2R,6S)-2,6-Dimethyl-piperazine-1-carboxylic acid tert-butyl ester (124 mg, 0.58 mmol) and the mixture stirred at room temperature for 18 hours. The crude reaction mass was purified by prep-HPLC Method F to afford (3R,5S)-5′-{2-[6-(2-Ethyl-5-fluoro-4-hydrox... Reaction conditions: time 18 hour. The reactants are CN(N=C(C1=C(C=CC=C1Cl)Cl)Cl)S(=O)(=O)C1=CC=CC=C1 (N-methyl-N-phenylsulfonyl-2,6-dichlorobenzohydrazonoyl chloride), C(CCCCCCCCC)OC1=CC=C(C#N)C=C1 (4-decyloxybenzonitrile), [Cl-].[Al+3].[Cl-].[Cl-] (aluminium chloride), ClC1=C(C=CC=C1)Cl (o-dichlorobenzene). Run in C(Cl)(Cl)Cl (chloroform). Run at temperature 140 celsius, time 30 minute. The product is C(CCCCCCCCC)OC1=CC=C(C=C1)C1=NC(=NN1C)C1=C(C=CC=C1Cl)Cl (5-(4-decyloxyphenyl)-3-(2,6-dichlorophenyl)-1-methyl-1H-1,2,4-triazole). The yield is 32.2%. RXN SMILES: [CH3:1][N:2](S(C1C=CC=CC=1)(=O)=O)[N:3]=[C:4](Cl)[C:5]1[C:10]([Cl:11])=[CH:9][CH:8]=[CH:7][C:6]=1[Cl:12].[CH2:23]([O:33][C:34]1[CH:41]=[CH:40][C:37]([C:38]#[N:39])=[CH:36][CH:35]=1)[CH2:24][CH2:25][CH2:26][CH2:27][CH2:28][CH2:29][CH2:30][CH2:31][CH3:32].[Cl-].[Al+3].[Cl-].[Cl-].ClC1C=CC=CC=1Cl>C(Cl)(Cl)Cl>[CH2:23]([O:33][C:34]1[CH:41]=[CH:40][C:37]([C:38]2[N:2]([CH3:1])[N:3]=[C:4]([C:5]3[C:6]([Cl:12])=[CH:7][CH:8]=[CH:9][C:10]=3[Cl:11])[N:39]=2)=[CH:36][CH:35]=1)[CH2:24][CH2:25][CH2:26][CH2:27][CH2:28][CH2:29][CH2:30][CH2:31][CH3:32] |f:2.3.4.5|. Procedure details: A mixture of 1.10 g of N-methyl-N-phenylsulfonyl-2,6-dichlorobenzohydrazonoyl chloride, 0.70 g of 4-decyloxybenzonitrile, 0.4 g of anhydrous aluminium chloride and 3 ml of o-dichlorobenzene was stirred in an oil bath at a temperature of 140° C. for 30 minutes. After the cooling, the resulting solution was dissolved in 100 ml of chloroform, washed with diluted hydrochloric acid solution, diluted sodium hydroxide solution and saline water in this order, dried over anhydrous magnesium sulfate and c... The reactants are ClC1=C(C=CC(=C1)C(F)(F)F)C(C(=O)N)C(C)C (2-(2-chloro-4-trifluoromethylphenyl)-3-methylbutyramide), BrC(C(Cl)(Cl)Br)C1C(C1C(=O)N)(C)C (3-(1,2-dibromo-2,2-dichloroethyl)-2,2-dimethylcyclopropaneamide), F[B-](F)(F)F.C[O+](C)C (trimethyloxonium tetrafluoroborate). The product is ClC1=C(C=CC(=C1)C(F)(F)F)C(C(OC)=N)C(C)C (methyl 2-(2-chloro-4-trifluoromethylphenyl)-3-methylbutanimidate), methyl 2-(1,2-dibromo-2,2-dichloroethyl)-2,2-dimethylcyclopropanimidate. RXN SMILES: [Cl:1][C:2]1[CH:7]=[C:6]([C:8]([F:11])([F:10])[F:9])[CH:5]=[CH:4][C:3]=1[CH:12]([CH:16]([CH3:18])[CH3:17])[C:13]([NH2:15])=[O:14].Br[CH:20](C1C(C(N)=O)C1(C)C)C(Br)(Cl)Cl.F[B-](F)(F)F.C[O+](C)C>>[Cl:1][C:2]1[CH:7]=[C:6]([C:8]([F:11])([F:10])[F:9])[CH:5]=[CH:4][C:3]=1[CH:12]([CH:16]([CH3:18])[CH3:17])[C:13](=[NH:15])[O:14][CH3:20] |f:2.3|. Procedure details: In like manner, each of 2-(2-chloro-4-trifluoromethylphenyl)-3-methylbutyramide and 3-(1,2-dibromo-2,2-dichloroethyl)-2,2-dimethylcyclopropaneamide is reacted with trimethyloxonium tetrafluoroborate, giving methyl 2-(2-chloro-4-trifluoromethylphenyl)-3-methylbutanimidate and methyl 2-(1,2-dibromo-2,2-dichloroethyl)-2,2-dimethylcyclopropanimidate, respectively. Each of these imidates is then reacted with 3-phenoxybenzyl alcohol to yield, respectively, 3-phenoxybenzyl 2-(2-chloro-4-trifluoromethyl... Reactants: C1CCOC1, C=CP(C)(=O)C=C, NCc1ccccc1, O. The product is CP1(=O)CCN(Cc2ccccc2)CC1. As a reaction SMILES: [CH2:16]1[O:17][CH2:18][CH2:19][CH2:20]1.[CH3:1][P:2]([CH:3]=[CH2:4])([CH:5]=[CH2:6])=[O:7].[NH2:8][CH2:9][c:10]1[cH:11][cH:12][cH:13][cH:14][cH:15]1.[OH2:21]>>[CH3:1][P:2]1(=[O:7])[CH2:3][CH2:4][N:8]([CH2:9][c:10]2[cH:11][cH:12][cH:13][cH:14][cH:15]2)[CH2:6][CH2:5]1.